From a dataset of the Open Reaction Database (ORD), a public repository of structured organic reaction records. describe an organic reaction: reactants, conditions, products, and yield Reactants: Cl.CNOC (N,O-dimethylhydroxylamine hydrochloride), N=1N2C(=CC1C(=O)[O-])CCC2.[K+] (potassium 5,6-dihydro-4H-pyrrolo[1,2-b]pyrazole-2-carboxylate), CN(C=O)C (N,N-dimethylformamide), C(C(=O)Cl)(=O)Cl (oxalyl chloride), C(C)(C)N(C(C)C)CC (N,N-diisopropylethyamine). Run in O (water), ClCCl (dichloromethane), ClCCl (dichloromethane). Run at temperature 5.5 celsius, time 5 hour. The product is CON(C(=O)C=1C=C2N(N1)CCC2)C (N-methoxy-N-methyl-5,6-dihydro-4H-pyrrolo[1,2-b]-pyrazole-2-carboxamide). Isolated yield 69.5%. As a reaction SMILES: [N:1]1[N:2]2[CH2:11][CH2:10][CH2:9][C:3]2=[CH:4][C:5]=1[C:6]([O-])=[O:7].[K+].CN(C)C=O.C(Cl)(=O)C(Cl)=O.Cl.[CH3:25][NH:26][O:27][CH3:28].C(N(CC)C(C)C)(C)C>ClCCl.O>[CH3:28][O:27][N:26]([CH3:25])[C:6]([C:5]1[CH:4]=[C:3]2[CH2:9][CH2:10][CH2:11][N:2]2[N:1]=1)=[O:7] |f:0.1,4.5|. Procedure: To a cooled (5-6° C.), stirred suspension of crude potassium 5,6-dihydro-4H-pyrrolo[1,2-b]pyrazole-2-carboxylate (21.9 g, 115 mmol) in dichloromethane (180 mL) containing N,N-dimethylformamide (2.5 mL, 32.3 mmol), is added, dropwise, oxalyl chloride (19.0 mL, 218 mmol) over a period of 10 minutes. The reaction is exothermic with gas evolution. After the addition, the ice-bath is removed and the reaction mixture stirred at room temperature. After 5 hours, the solution is added to a cooled, stirre... Reactants: [H-].[Na+] (sodium hydride), OC(CC=1C=C(C=NC1)C1N(CCC1)C(=O)OC(C)(C)C)(C#C)C (5-(2-Hydroxy-2-methyl-3-butynyl)-3-(1-tert-butyloxycarbonyl-2-pyrrolidinyl)pyridine), C1(=CC=CC=C1)C.CC(=O)C (toluene acetone). Run in C1(=CC=CC=C1)C (toluene). Conditions: temperature 25 celsius. Product: C(#C)C=1C=C(C=NC1)C1N(CCC1)C(=O)OC(C)(C)C (5-ethynyl-3-(1-tert-butyloxycarbonyl-2-pyrrolidinyl)pyridine). The yield is 61.2%. As a reaction SMILES: O[C:2](C)(C#C)[CH2:3][C:4]1[CH:5]=[C:6]([CH:10]2[CH2:14][CH2:13][CH2:12][N:11]2[C:15]([O:17][C:18]([CH3:21])([CH3:20])[CH3:19])=[O:16])[CH:7]=[N:8][CH:9]=1.[H-].[Na+].C1(C)C=CC=CC=1.CC(C)=O>C1(C)C=CC=CC=1>[C:3]([C:4]1[CH:5]=[C:6]([CH:10]2[CH2:14][CH2:13][CH2:12][N:11]2[C:15]([O:17][C:18]([CH3:21])([CH3:20])[CH3:19])=[O:16])[CH:7]=[N:8][CH:9]=1)#[CH:2] |f:1.2,3.4|. Reported procedure: 5-(2-Hydroxy-2-methyl-3-butynyl)-3-(1-tert-butyloxycarbonyl-2-pyrrolidinyl)pyridine (495 mg, 1.5 mmol) was dissolved in toluene (30 mL) and catalytic sodium hydride (10 mg) was added. The solution was heated until several milliliters of toluene-acetone mixture was removed by distillation. The mixture was cooled to 25° C. and water (20 mL) and ethyl acetate (40 mL) were added. The organic phase was separated and the aqueous layer extracted with ethyl acetate (2×40 mL) and the combined organic ext... The reactants are CCCC(NNC(=O)OC(C)(C)C)C(C)(C)C, ClCCl, Cc1cc(C)cc(C(=O)Cl)c1, [K+], [K+], O=C([O-])[O-], O. Product: CCCC(N(NC(=O)OC(C)(C)C)C(=O)c1cc(C)cc(C)c1)C(C)(C)C. RXN SMILES: [C:1]([CH3:2])([CH3:3])([CH3:4])[O:5][C:6](=[O:7])[NH:8][NH:9][CH:10]([CH2:11][CH2:12][CH3:13])[C:14]([CH3:15])([CH3:16])[CH3:17].[CH2:36]([Cl:37])[Cl:38].[CH3:25][c:26]1[cH:27][c:28]([C:29](=[O:30])[Cl:31])[cH:32][c:33]([CH3:35])[cH:34]1.[K+:18].[K+:19].[O-:20][C:21]([O-:22])=[O:23].[OH2:24]>>[C:1]([CH3:2])([CH3:3])([CH3:4])[O:5][C:6](=[O:7])[NH:8][N:9]([CH:10]([CH2:11][CH2:12][CH3:13])[C:14]([CH3:15])([CH3:16])[CH3:17])[C:29]([c:28]1[cH:27][c:26]([CH3:25])[cH:34][c:33]([CH3:35])[cH:32]1)=[O:30].